Dataset: the Open Reaction Database (ORD), a public repository of structured organic reaction records. Task: describe an organic reaction: reactants, conditions, products, and yield The reactants are C(C)[C@@H]1C[C@H](C[C@@H]1C1=NN=C2N1C1=C(N=C2)N(C=C1)COCC[Si](C)(C)C)O ((1R,3R,4S)-3-ethyl-4-(6-((2-(trimethylsilyl)ethoxy)methyl)-6H-pyrrolo[2,3-e][1,2,4]triazolo[4,3-a]pyrazin-1-yl)cyclopentanol), TEA, CS(=O)(=O)Cl (MsCl). Run in C(Cl)Cl (DCM). Reaction conditions: time 8 hour. The product is CS(=O)(=O)OC1CC(C(C1)C1=NN=C2N1C1=C(N=C2)N(C=C1)COCC[Si](C)(C)C)CC (3-ethyl-4-(6-((2-(trimethylsilyl)ethoxy)methyl)-6H-pyrrolo[2,3-e][1,2,4]triazolo[4,3-a]pyrazin-1-yl)cyclopentyl methanesulfonate). Yield: 80.4%. As a reaction SMILES: [CH2:1]([C@H:3]1[C@@H:7]([C:8]2[N:12]3[C:13]4[CH:19]=[CH:18][N:17]([CH2:20][O:21][CH2:22][CH2:23][Si:24]([CH3:27])([CH3:26])[CH3:25])[C:14]=4[N:15]=[CH:16][C:11]3=[N:10][N:9]=2)[CH2:6][C@H:5]([OH:28])[CH2:4]1)[CH3:2].[CH3:29][S:30](Cl)(=[O:32])=[O:31]>C(Cl)Cl>[CH3:29][S:30]([O:28][CH:5]1[CH2:6][CH:7]([C:8]2[N:12]3[C:13]4[CH:19]=[CH:18][N:17]([CH2:20][O:21][CH2:22][CH2:23][Si:24]([CH3:26])([CH3:25])[CH3:27])[C:14]=4[N:15]=[CH:16][C:11]3=[N:10][N:9]=2)[CH:3]([CH2:1][CH3:2])[CH2:4]1)(=[O:32])=[O:31]. Reported procedure: To a solution of the scalemic mixture enriched in (1R,3R,4S)-3-ethyl-4-(6-((2-(trimethylsilyl)ethoxy)methyl)-6H-pyrrolo[2,3-e][1,2,4]triazolo[4,3-a]pyrazin-1-yl)cyclopentanol (0.5 g, 1.245 mmol) and TEA (0.347 mL, 2.49 mmol) in DCM (13 mL) was added MsCl (0.107 mL, 1.37 mmol) dropwise, and the reaction mixture was stirred at room temperature overnight. The solvent was removed under reduced pressure and the residue purified by silica gel column chromatography using 10 to 70% EtOAc in DCM to yield... Reactants: [Mg] (magnesium), C(C)OC(C)O (ethoxyethanol). Yields the product C(C)OC([O-])C.[Mg+2].C(C)OC([O-])C (magnesium ethoxyethoxide), [Mg] (magnesium). Isolated yield 10.0%. RXN SMILES: [Mg:1].[CH2:2]([O:4][CH:5]([OH:7])[CH3:6])[CH3:3]>>[CH2:2]([O:4][CH:5]([CH3:6])[O-:7])[CH3:3].[Mg+2:1].[CH2:2]([O:4][CH:5]([CH3:6])[O-:7])[CH3:3].[Mg:1] |f:2.3.4|. Procedure details: 16.5 g of magnesium turnings were dissolved in varying amounts of ethoxyethanol to give solutions of magnesium ethoxyethoxide containing 5% to 9% and 10% of magnesium. To the solutions thus obtained were added: